From a dataset of the Open Reaction Database (ORD), a public repository of structured organic reaction records. describe an organic reaction: reactants, conditions, products, and yield Reactants: C(CC(=O)OCC)(=O)OCC (diethyl malonate), [OH-].[K+] (potassium hydroxide), CS(=O)C (dimethylsulfoxide), pyruvic aldehyde sodium bisulfite, CNCCNC (N,N'-dimethylethylenediamine), S1SC(C=C1)C(=O)[O-] (dithiolate). The solvent is C(=S)=S (carbon disulfide), O (water), O (water). Run at time 1 hour. Product: C(C)OC(C(C(=O)OCC)=C1SC2N(CCN(C2(S1)C)C)C)=O (Diethyl(1,2,5-trimethyl-2,5-diaza-7,9-dithiabicyclo-[4,3,0]-nonane-8-ylidene)malonate). Isolated yield 24.0%. Reaction SMILES: [CH3:1][NH:2][CH2:3][CH2:4][NH:5][CH3:6].[S:7]1[CH:11]=[CH:10][CH:9](C([O-])=O)S1.[C:15]([O:23][CH2:24][CH3:25])(=[O:22])[CH2:16][C:17]([O:19][CH2:20][CH3:21])=[O:18].[OH-].[K+].[CH3:28][S:29](C)=O>O.C(=S)=S>[CH2:24]([O:23][C:15](=[O:22])[C:16](=[C:28]1[S:29][C:10]2([CH3:9])[CH:11]([N:2]([CH3:1])[CH2:3][CH2:4][N:5]2[CH3:6])[S:7]1)[C:17]([O:19][CH2:20][CH3:21])=[O:18])[CH3:25] |f:3.4|. Procedure details: In 40 ml of water was suspended 11.2 g of pyruvic aldehyde sodium bisulfite addition compound, and 2.3 g of N,N'-dimethylethylenediamine was added dropwise at 0° C. and the mixture was stirred for additional 1 hour. To this solution was added dropwise at 0° C. the dithiolate solution, which had been prepared previously by the reaction of 3.2 g of diethyl malonate with 1.8 g of carbon disulfide in 20 ml of dimethylsulfoxide in the presence of 9.7 g of 30% aqueous potassium hydroxide. After the re... Reactants: C(CC)N(CCC1OC(C2=CC=CC=C12)=O)C1CC2=CC=CC(=C2CC1)OC ((-)-3-[2-[propyl(1,2,3,4-tetrahydro-5-methoxy-2-naphthalenyl)amino]ethyl]-1(3H)-isobenzofuranone), Cl.N1=CC=CC=C1 (pyridine hydrochloride), [NH4+].[OH-] (NH4OH). The solvent is O (H2O). Yields the product C(CC)N(CC[C@@H]1OC(C2=CC=CC=C12)=O)[C@H]1CC2=CC=CC(=C2CC1)O ((S,R)-3-[2-[propyl(1,2,3,4-tetrahydro-5-hydroxy-2-naphthalenyl)amino]ethyl]-1(3H)-isobenzofuranone). As a reaction SMILES: [CH2:1]([N:4]([CH:17]1[CH2:26][CH2:25][C:24]2[C:19](=[CH:20][CH:21]=[CH:22][C:23]=2[O:27]C)[CH2:18]1)[CH2:5][CH2:6][CH:7]1[C:15]2[C:10](=[CH:11][CH:12]=[CH:13][CH:14]=2)[C:9](=[O:16])[O:8]1)[CH2:2][CH3:3].Cl.N1C=CC=CC=1.[NH4+].[OH-]>O>[CH2:1]([N:4]([C@@H:17]1[CH2:26][CH2:25][C:24]2[C:19](=[CH:20][CH:21]=[CH:22][C:23]=2[OH:27])[CH2:18]1)[CH2:5][CH2:6][C@H:7]1[C:15]2[C:10](=[CH:11][CH:12]=[CH:13][CH:14]=2)[C:9](=[O:16])[O:8]1)[CH2:2][CH3:3] |f:1.2,3.4|. Procedure: The product of Example 35 and excess pyridine hydrochloride were heated in an oil bath at 200° C. for 1 hr. The reaction was cooled, diluted with H2O, basified with NH4OH and extracted with ether. The organic layer was dried over MgSO4, filtered, and concentrated under reduced pressure. The residue was subjected to flash chromatography (Silica: 6:4 pet I0 ether/EtOAc) and the product [upper isomer by TLC (Silica: 1:1 pet ether/EtOAc) showed characteristic peaks at: NMR (300 MHz, CDCl3) δ 7.9-6.6... Reactants: hydroxy, O=CC(Cl)(Cl)Cl (chloral), CC(=C)C(=O)OCCO (glycol monomethacrylate), C(C(=C)C)(=O)OCCOC(C(Cl)(Cl)Cl)O (2-(1-hydroxy-2,2,2-trichloroethoxy)ethyl methacrylate), N1=CC=CC=C1 (Pyridine). Solvent: C(C)OCC (diethyl ether), C(C)OCC (diethyl ether), S(=O)(Cl)Cl (thionyl chloride). Conditions: temperature 20 celsius. Yields the product C(C(=C)C)(=O)OCCOC(C(Cl)(Cl)Cl)Cl (2-(1,2,2,2-tetrachloroethoxy)ethyl methacrylate). Reaction SMILES: N1C=CC=CC=1.[C:7]([O:12][CH2:13][CH2:14][O:15][CH:16](O)[C:17]([Cl:20])([Cl:19])[Cl:18])(=[O:11])[C:8]([CH3:10])=[CH2:9].O=CC(Cl)(Cl)[Cl:25].CC(C(OCCO)=O)=C>C(OCC)C.S(Cl)(Cl)=O>[C:7]([O:12][CH2:13][CH2:14][O:15][CH:16]([Cl:25])[C:17]([Cl:20])([Cl:19])[Cl:18])(=[O:11])[C:8]([CH3:10])=[CH2:9]. Procedure: Pyridine (75 ml) in 500 ml of diethyl ether and 65 ml of thionyl chloride are mixed while being stirred and cooled by an ice-water bath in a flask provided with a mechanical stirrer, a reflux condenser and a dropping funnel. A solution of 220 g of crystalline 2-(1-hydroxy-2,2,2-trichloroethoxy)ethyl methacrylate (m.p. 44-45° C; prepared by the addition of chloral to glycol monomethacrylate) in 500 ml of diethyl ether is slowly added to the mixture during continuous stirring and cooling. After al...